Task: describe an organic reaction: reactants, conditions, products, and yield. Dataset: the Open Reaction Database (ORD), a public repository of structured organic reaction records The reactants are O[C@H](C)[C@@H]1[C@@H]2N(C(=C([C@@H]2C)OP(=O)(C2=CC=CC=C2)C2=CC=CC=C2)C(=O)OCC2=CC=C(C=C2)[N+](=O)[O-])C1=O (4-nitrobenzyl (1R,5R,6S)-6-[(1R)-1-hydroxyethyl]-1-methyl-2-(diphenylphosphoryloxy)-1-carbapen-2-em-3-carboxylate), OC(CC(=O)N1CCN(CC1)C)[C@H]1N(C[C@H](C1)S)C(=O)OCC1=CC=C(C=C1)[N+](=O)[O-] ((2S,4S)-2-[1-hydroxy-2-[4-methylpiperazin-1-ylcarbonyl]ethyl]-4-mercapto-1-(4-nitrobenzyloxycarbonyl)pyrrolidine). Product: O[C@H](C)[C@@H]1[C@@H]2N(C(=C([C@@H]2C)S[C@H]2C[C@H](N(C2)C(=O)OCC2=CC=C(C=C2)[N+](=O)[O-])C(CC(=O)N2CCN(CC2)C)O)C(=O)OCC2=CC=C(C=C2)[N+](=O)[O-])C1=O (4-nitrobenzyl (1R,5S,6S)-6-[(1R)-1-hydroxyethyl]-2-[(2S,4S)-2-[1-hydroxy-2-[4-methylpiperazin-1-ylcarbonyl]ethyl]-1-(4-nitrobenzyloxycarbonyl)pyrrolidin-4-ylthio]-1-methyl-1-carbapen-2-em-3-carboxylate). Yield: 76.5%. As a reaction SMILES: [OH:1][C@@H:2]([C@H:4]1[C:39](=[O:40])[N:6]2[C:7]([C:26]([O:28][CH2:29][C:30]3[CH:35]=[CH:34][C:33]([N+:36]([O-:38])=[O:37])=[CH:32][CH:31]=3)=[O:27])=[C:8](OP(C3C=CC=CC=3)(C3C=CC=CC=3)=O)[C@H:9]([CH3:10])[C@H:5]12)[CH3:3].[OH:41][CH:42]([C@@H:53]1[CH2:57][C@H:56]([SH:58])[CH2:55][N:54]1[C:59]([O:61][CH2:62][C:63]1[CH:68]=[CH:67][C:66]([N+:69]([O-:71])=[O:70])=[CH:65][CH:64]=1)=[O:60])[CH2:43][C:44]([N:46]1[CH2:51][CH2:50][N:49]([CH3:52])[CH2:48][CH2:47]1)=[O:45]>>[OH:1][C@@H:2]([C@H:4]1[C:39](=[O:40])[N:6]2[C:7]([C:26]([O:28][CH2:29][C:30]3[CH:31]=[CH:32][C:33]([N+:36]([O-:38])=[O:37])=[CH:34][CH:35]=3)=[O:27])=[C:8]([S:58][C@@H:56]3[CH2:55][N:54]([C:59]([O:61][CH2:62][C:63]4[CH:64]=[CH:65][C:66]([N+:69]([O-:71])=[O:70])=[CH:67][CH:68]=4)=[O:60])[C@H:53]([CH:42]([OH:41])[CH2:43][C:44]([N:46]4[CH2:47][CH2:48][N:49]([CH3:52])[CH2:50][CH2:51]4)=[O:45])[CH2:57]3)[C@H:9]([CH3:10])[C@H:5]12)[CH3:3]. Procedure details: By using 4-nitrobenzyl (1R,5R,6S)-6-[(1R)-1-hydroxyethyl]-1-methyl-2-(diphenylphosphoryloxy)-1-carbapen-2-em-3-carboxylate (3.078 g) and (2S,4S)-2-[1-hydroxy-2-[4-methylpiperazin-1-ylcarbonyl]ethyl]-4-mercapto-1-(4-nitrobenzyloxycarbonyl)pyrrolidine (2.232 g), reaction and purification were carried out in a similar manner to that described Example 40-(1), whereby 4-nitrobenzyl (1R,5S,6S)-6-[(1R)-1-hydroxyethyl]-2-[(2S,4S)-2-[1-hydroxy-2-[4-methylpiperazin-1-ylcarbonyl]ethyl]-1-(4-nitrobenzyloxyc... Procedure: The 5-epimer (27) of compound (25) was prepared, under the conditions given in Example 27, from (2RS,5RS)-2-dimethylaminomethyl-5-trifluoromethyl-cyclohexanone, prepared from 3-trifluoromethyl-cyclohexanone and dimethylaminomethylene chloride in acetonitrile. (27) was obtained in a yield of 27% theoretical and had a melting point of 221°-223° C. Product: Cl.CN(C)CC1C(CC(CC1)C(F)(F)F)(O)C=1C=C(C=CC1)O ((1RS,2RS ,5RS)-3-(2-dimethylaminomethyl-1-hydroxy-5-trifluoromethyl-cyclohexyl)-phenol hydrochloride). The reactants are FC(C1CC(CCC1)=O)(F)F (3-trifluoromethyl-cyclohexanone), CN(C)C(Cl)Cl (dimethylaminomethylene chloride), CN(C)CC1C(CC(CC1)C(F)(F)F)=O ((2RS,5RS)-2-dimethylaminomethyl-5-trifluoromethyl-cyclohexanone). The solvent is C(C)#N (acetonitrile). RXN SMILES: [CH3:1][N:2]([CH2:4][CH:5]1[CH2:10][CH2:9][CH:8]([C:11]([F:14])([F:13])[F:12])[CH2:7][C:6]1=[O:15])[CH3:3].FC(F)(F)[CH:18]1[CH2:23][CH2:22][CH2:21][C:20](=[O:24])[CH2:19]1.CN(C(Cl)[Cl:31])C>C(#N)C>[ClH:31].[CH3:3][N:2]([CH2:4][CH:5]1[CH2:10][CH2:9][CH:8]([C:11]([F:14])([F:12])[F:13])[CH2:7][C:6]1([C:18]1[CH:19]=[C:20]([OH:24])[CH:21]=[CH:22][CH:23]=1)[OH:15])[CH3:1] |f:4.5|. Reactants: CN1N=C2C=C(C=CC2=C1)NC(=O)C1=C(C=CC=C1)NCC1=CC(=NC=C1)NC(=O)N1CCC(CC1)=O (4-oxo-piperidine-1-carboxylic acid (4-{[2-(2-methyl-2H-indazol-6-ylcarbamoyl)-phenylamino]-methyl}-pyridin-2-yl)-amide), FC(F)(F)[Si](C)(C)C (trifluoromethyltrimethylsilane), [F-].C(CCC)[N+](CCCC)(CCCC)CCCC (tetra-n-butylammonium fluoride). Solvent: C1CCOC1 (THF). Reaction conditions: time 8 hour. The product is CN1N=C2C=C(C=CC2=C1)NC(=O)C1=C(C=CC=C1)NCC1=CC(=NC=C1)NC(=O)N1CCC(CC1)(C(F)(F)F)O (4-hydroxy-4-trifluoromethyl-piperidine-1-carboxylic acid (4-{[2-(2-methyl-2H-indazol-6-ylcarbamoyl)-phenylamino]-methyl}-pyridin-2-yl)-amide). The yield is 9.4%. As a reaction SMILES: [CH3:1][N:2]1[CH:10]=[C:9]2[C:4]([CH:5]=[C:6]([NH:11][C:12]([C:14]3[CH:19]=[CH:18][CH:17]=[CH:16][C:15]=3[NH:20][CH2:21][C:22]3[CH:27]=[CH:26][N:25]=[C:24]([NH:28][C:29]([N:31]4[CH2:36][CH2:35][C:34](=[O:37])[CH2:33][CH2:32]4)=[O:30])[CH:23]=3)=[O:13])[CH:7]=[CH:8]2)=[N:3]1.[F:38][C:39]([Si](C)(C)C)([F:41])[F:40].[F-].C([N+](CCCC)(CCCC)CCCC)CCC>C1COCC1>[CH3:1][N:2]1[CH:10]=[C:9]2[C:4]([CH:5]=[C:6]([NH:11][C:12]([C:14]3[CH:19]=[CH:18][CH:17]=[CH:16][C:15]=3[NH:20][CH2:21][C:22]3[CH:27]=[CH:26][N:25]=[C:24]([NH:28][C:29]([N:31]4[CH2:32][CH2:33][C:34]([OH:37])([C:39]([F:41])([F:40])[F:38])[CH2:35][CH2:36]4)=[O:30])[CH:23]=3)=[O:13])[CH:7]=[CH:8]2)=[N:3]1 |f:2.3|. Procedure details: 4-oxo-piperidine-1-carboxylic acid (4-{[2-(2-methyl-2H-indazol-6-ylcarbamoyl)-phenylamino]-methyl}-pyridin-2-yl)-amide (140 mg, 0.28 mmol) in dry THF was treated successively with trifluoromethyltrimethylsilane (0.06 mL, 0.42 mmol) and tetra-n-butylammonium fluoride (1M solution in THF, 0.28 mL, 0.28 mmol). The reaction was stirred at rt overnight before it was partitioned between EtOAc and water. The organic phase was washed with brine, dried, filtered and concentrated in vacuo. The residue was... The reactants are C1(=C(C=CC=C1C)C)NC(NC=1SC=C(N1)C(C(=O)OCC)=O)=O (ethyl 2-[3-(2,6-xylyl)ureido]thiazol-4-ylglyoxylate), N (ammonia), S1C(=S)N(C(=O)C1)CC(=O)O (rhodanine-3-acetic acid), [Cl-].[NH4+] (ammonium chloride). The solvent is C(C)O (ethanol). Product: C(C)OC(=O)C(C=1N=C(SC1)NC(=O)NC1=C(C=CC=C1C)C)=C1C(N(C(S1)=S)CC(=O)O)=O (5-{1-Ethoxycarbonyl-1-[2-[3-(2,6-xylyl)ureido]thiazol-4-yl]-methylene}rhodanine-3-acetic acid). Reaction SMILES: [C:1]1([NH:9][C:10](=[O:24])[NH:11][C:12]2[S:13][CH:14]=[C:15]([C:17](=O)[C:18]([O:20][CH2:21][CH3:22])=[O:19])[N:16]=2)[C:6]([CH3:7])=[CH:5][CH:4]=[CH:3][C:2]=1[CH3:8].[S:25]1[CH2:31][C:29](=[O:30])[N:28]([CH2:32][C:33]([OH:35])=[O:34])[C:26]1=[S:27].[Cl-].[NH4+].N>C(O)C>[CH2:21]([O:20][C:18]([C:17](=[C:31]1[S:25][C:26](=[S:27])[N:28]([CH2:32][C:33]([OH:35])=[O:34])[C:29]1=[O:30])[C:15]1[N:16]=[C:12]([NH:11][C:10]([NH:9][C:1]2[C:6]([CH3:7])=[CH:5][CH:4]=[CH:3][C:2]=2[CH3:8])=[O:24])[S:13][CH:14]=1)=[O:19])[CH3:22] |f:2.3|. Procedure details: Following a procedure similar to that described in Example 1, the desired compound was prepared using 1.74 g of ethyl 2-[3-(2,6-xylyl)ureido]thiazol-4-ylglyoxylate, 0.96 g of rhodanine-3-acetic acid, O.5 g of ammonium chloride. 0.5 ml of 28% v/v aqueous ammonia and 20 ml of ethanol. The resulting product was a yellow powder having the following physical properties. The reactants are C(C)(=O)C=1OC=CC1 (2-acetylfuran), BrN1C(CCC1=O)=O (N-bromosuccinimide), O (water). The solvent is CN(C)C=O (DMF). Yields the product BrC1=CC=C(O1)C(C)=O (1-(5-Bromofuran-2-yl)-ethanone). The yield is 61.0%. Reaction SMILES: [C:1]([C:4]1[O:5][CH:6]=[CH:7][CH:8]=1)(=[O:3])[CH3:2].[Br:9]N1C(=O)CCC1=O.O>CN(C=O)C>[Br:9][C:6]1[O:5][C:4]([C:1](=[O:3])[CH3:2])=[CH:8][CH:7]=1. Procedure details: To a solution of 2-acetylfuran (20 mmol) in DMF (20 mL) was added portionwise N-bromosuccinimide (22 mmol) with stirring. The reaction mixture was stirred overnight, then poured onto cold water. The product was extracted with ether (200 mL, 3× times). Yield 61%, mp 92-93° C. (hexanes/ether, Lit. mp 94-95° C.; see Gilman H., et al., J. Am. Chem. Soc., 53, 4192-4196 (1931). 1H NMR (CDCl3); δ 2.45 (s, 3H), 6.49 (d, J=3.9 Hz, 1H), 7.12 (d, J=3.6 Hz, 1H). 13C NMR; δ 8185.4, 154.4, 128.2, 118.9,114.3,... Reactants: CC(C)(C)OC(=O)N1CCC(Oc2ccc(NCc3ccc4ccc(C#N)cc4c3)cc2)CC1, CCS(=O)(=O)Cl, CCOC(C)=O, c1ccncc1. The product is CCS(=O)(=O)N(Cc1ccc2ccc(C#N)cc2c1)c1ccc(OC2CCN(C(=O)OC(C)(C)C)CC2)cc1. RXN SMILES: [C:1]([CH3:2])([CH3:3])([CH3:4])[O:5][C:6](=[O:7])[N:8]1[CH2:9][CH2:10][CH:11]([O:14][c:15]2[cH:16][cH:17][c:18]([NH:19][CH2:20][c:21]3[cH:22][cH:23][c:24]4[cH:25][cH:26][c:27]([C:31]#[N:32])[cH:28][c:29]4[cH:30]3)[cH:33][cH:34]2)[CH2:12][CH2:13]1.[CH2:35]([CH3:36])[S:37](=[O:38])(=[O:39])[Cl:40].[CH3:41][CH2:42][O:43][C:44](=[O:45])[CH3:46].[cH:47]1[cH:48][cH:49][n:50][cH:51][cH:52]1>>[C:1]([CH3:2])([CH3:3])([CH3:4])[O:5][C:6](=[O:7])[N:8]1[CH2:9][CH2:10][CH:11]([O:14][c:15]2[cH:16][cH:17][c:18]([N:19]([CH2:20][c:21]3[cH:22][cH:23][c:24]4[cH:25][cH:26][c:27]([C:31]#[N:32])[cH:28][c:29]4[cH:30]3)[S:37]([CH2:35][CH3:36])(=[O:38])=[O:39])[cH:33][cH:34]2)[CH2:12][CH2:13]1.